Dataset: the Open Reaction Database (ORD), a public repository of structured organic reaction records. Task: describe an organic reaction: reactants, conditions, products, and yield Yields the product COC(=O)[C@H]1N(C[C@H](C1)NC(=O)C1=C(C2=CC=CC=C2C=C1)N)CC1CCCCC1 ((2S,4S)-4-[(1-Amino-naphthalene-2-carbonyl)-amino]-1-cyclohexylmethyl-pyrrolidine-2-carboxylic acid methyl ester). Starting materials: COC(=O)[C@H]1N(C[C@H](C1)N)CC1CCCCC1 ((2S,4S)-4-amino-1-cyclohexylmethyl-pyrrolidine-2-carboxylic acid methyl ester), NC1=C(C=CC2=CC=CC=C12)C(=O)O (1-amino-naphthalene-2-carboxylic acid). Procedure details: (2S,4S)-4-[(1-Amino-naphthalene-2-carbonyl)-amino]-1-cyclohexylmethyl-pyrrolidine-2-carboxylic acid methyl ester was prepared from (2S,4S)-4-amino-1-cyclohexylmethyl-pyrrolidine-2-carboxylic acid methyl ester and 1-amino-naphthalene-2-carboxylic acid in an analogous manner to example 1. MS calcd. for C24H32N3O3[(M+H)+] 410, obsd. 410. Reaction SMILES: [CH3:1][O:2][C:3]([C@@H:5]1[CH2:9][C@H:8]([NH2:10])[CH2:7][N:6]1[CH2:11][CH:12]1[CH2:17][CH2:16][CH2:15][CH2:14][CH2:13]1)=[O:4].[NH2:18][C:19]1[C:28]2[C:23](=[CH:24][CH:25]=[CH:26][CH:27]=2)[CH:22]=[CH:21][C:20]=1[C:29](O)=[O:30]>>[CH3:1][O:2][C:3]([C@@H:5]1[CH2:9][C@H:8]([NH:10][C:29]([C:20]2[CH:21]=[CH:22][C:23]3[C:28](=[CH:27][CH:26]=[CH:25][CH:24]=3)[C:19]=2[NH2:18])=[O:30])[CH2:7][N:6]1[CH2:11][CH:12]1[CH2:17][CH2:16][CH2:15][CH2:14][CH2:13]1)=[O:4]. The reactants are C([O-])([O-])=O.[K+].[K+] (potassium carbonate), C1(=CC=CC=C1)O (phenol), ClC(C(=O)OCC)C(=O)OCC (diethyl 2-chloromalonate). The solvent is CC(=O)C (acetone), CC(=O)C (acetone), CC(=O)C (acetone). Yields the product O(C1=CC=CC=C1)C(C(=O)OCC)C(=O)OCC (diethyl 2-phenoxymalonate). Yield: 76.8%. RXN SMILES: C(=O)([O-])[O-].[K+].[K+].[C:7]1([OH:13])[CH:12]=[CH:11][CH:10]=[CH:9][CH:8]=1.Cl[CH:15]([C:21]([O:23][CH2:24][CH3:25])=[O:22])[C:16]([O:18][CH2:19][CH3:20])=[O:17]>CC(C)=O>[O:13]([CH:15]([C:16]([O:18][CH2:19][CH3:20])=[O:17])[C:21]([O:23][CH2:24][CH3:25])=[O:22])[C:7]1[CH:12]=[CH:11][CH:10]=[CH:9][CH:8]=1 |f:0.1.2|. Procedure: 22.1 g (160 mmol) of potassium carbonate were suspended in 30 ml of acetone, 7.5 g (80 mmol) of phenol in 100 ml of acetone were added, and the mixture was refluxed for 1 hour. 15.5 g (80 mmol) of diethyl 2-chloromalonate in 100 ml of acetone were subsequently added dropwise, the mixture was refluxed for 10 hours and evaporated in vacuo, and the residue was taken up in methylene chloride. The organic phase was washed with saturated NaHCO3 solution and saturated NaCl solution, dried over magnesiu... Starting materials: CC(C)(C)OCl, ClC(Cl)(Cl)Cl, CCC(C)Oc1ccc(O)cc1. Product: CCC(C)Oc1ccc(O)c(Cl)c1. RXN SMILES: [C:13]([O:14][Cl:18])([CH3:15])([CH3:16])[CH3:17].[C:19]([Cl:20])([Cl:21])([Cl:22])[Cl:23].[CH:1]([CH3:2])([CH2:3][CH3:4])[O:5][c:6]1[cH:7][cH:8][c:9]([OH:12])[cH:10][cH:11]1>>[CH:1]([CH3:2])([CH2:3][CH3:4])[O:5][c:6]1[cH:7][cH:8][c:9]([OH:12])[c:10]([Cl:18])[cH:11]1. Reactants: C1(CC1)CN (cyclopropylmethylamine), C(C1=CC=CC=C1)(=O)N=C=S (benzoyl isothiocyanate). Solvent: C(Cl)(Cl)Cl (chloroform), C(Cl)(Cl)Cl (chloroform). Product: C(C1=CC=CC=C1)(=O)NC(=S)NCC1CC1 (1-Benzoyl-3-cyclopropylmethyl-thiourea). The yield is 100.4%. Reaction SMILES: [C:1]([N:9]=[C:10]=[S:11])(=[O:8])[C:2]1[CH:7]=[CH:6][CH:5]=[CH:4][CH:3]=1.[CH:12]1([CH2:15][NH2:16])[CH2:14][CH2:13]1>C(Cl)(Cl)Cl>[C:1]([NH:9][C:10]([NH:16][CH2:15][CH:12]1[CH2:14][CH2:13]1)=[S:11])(=[O:8])[C:2]1[CH:7]=[CH:6][CH:5]=[CH:4][CH:3]=1. Procedure details: Add benzoyl isothiocyanate (500 g, 3.06 mol) to chloroform (5 L) and cool to <5° C. Add a solution of cyclopropylmethylamine (230 g, 3.22 mol) in chloroform (500 mL) with vigorous stirring maintaining a temperature below 20° C. Remove the ice-water bath, and stir the mixture at room temperature overnight. Concentrate the mixture in vacuo to obtain the desired intermediate as a white solid (720 g, 100%). MS (APCI) m/z: 235 (M+H)+. Reactants: COC(=O)C(Cc1ccc(-c2c(OC)cccc2OC)c([N+](=O)[O-])c1)NC(=O)c1c(Cl)cccc1Cl, CO. Product: COC(=O)C(Cc1ccc(-c2c(OC)cccc2OC)c(N)c1)NC(=O)c1c(Cl)cccc1Cl. RXN SMILES: [CH3:1][O:2][C:3]([CH:4]([NH:5][C:6]([c:7]1[c:8]([Cl:14])[cH:9][cH:10][cH:11][c:12]1[Cl:13])=[O:15])[CH2:16][c:17]1[cH:18][c:19]([N+:33]([O-:34])=[O:35])[c:20](-[c:23]2[c:24]([O:31][CH3:32])[cH:25][cH:26][cH:27][c:28]2[O:29][CH3:30])[cH:21][cH:22]1)=[O:36].[CH3:37][OH:38]>>[CH3:1][O:2][C:3]([CH:4]([NH:5][C:6]([c:7]1[c:8]([Cl:14])[cH:9][cH:10][cH:11][c:12]1[Cl:13])=[O:15])[CH2:16][c:17]1[cH:18][c:19]([NH2:33])[c:20](-[c:23]2[c:24]([O:31][CH3:32])[cH:25][cH:26][cH:27][c:28]2[O:29][CH3:30])[cH:21][cH:22]1)=[O:36]. Reactants: C1(CC1)N1C(C(=NC=2C(=NC=NC12)N1CCC(CC1)N1C(NC2=C1C=CC=C2)=O)OC)=O (8-cyclopropyl-6-methoxy-4-[4-(2-oxo-2,3-dihydro-1H-benzimidazol-1-yl)piperidin-1-yl]pteridin-7(8H)-one), [OH-].[Na+] (sodium hydroxide), CN1C2=NC=NC(=C2N=C1C(=O)O)N1CCC(CC1)N1C(NC2=C1C=CC=C2)=O (9-methyl-6-[4-(2-oxo-2,3-dihydro-1H-benzimidazol-1-yl)piperidin-1-yl]-9H-purine-8-carboxylic acid). The solvent is CO (methanol). The product is C1(CC1)N1C2=NC=NC(=C2N=C1C(=O)O)N1CCC(CC1)N1C(NC2=C1C=CC=C2)=O (9-cyclopropyl-6-[4-(2-oxo-2,3-dihydro-1H-benzimidazol-1-yl)piperidin-1-yl]-9H-purine-8-carboxylic acid). RXN SMILES: [CH3:1][N:2]1[C:10]([C:11]([OH:13])=[O:12])=[N:9][C:8]2[C:3]1=[N:4][CH:5]=[N:6][C:7]=2[N:14]1[CH2:19][CH2:18][CH:17]([N:20]2[C:24]3[CH:25]=[CH:26][CH:27]=[CH:28][C:23]=3[NH:22][C:21]2=[O:29])[CH2:16][CH2:15]1.[CH:30]1(N2C3N=CN=C(N4CCC(N5C6C=CC=CC=6NC5=O)CC4)C=3N=C(OC)C2=O)C[CH2:31]1.[OH-].[Na+]>CO>[CH:1]1([N:2]2[C:10]([C:11]([OH:13])=[O:12])=[N:9][C:8]3[C:3]2=[N:4][CH:5]=[N:6][C:7]=3[N:14]2[CH2:19][CH2:18][CH:17]([N:20]3[C:24]4[CH:25]=[CH:26][CH:27]=[CH:28][C:23]=4[NH:22][C:21]3=[O:29])[CH2:16][CH2:15]2)[CH2:31][CH2:30]1 |f:2.3|. Procedure: 9-Cyclopropyl-6-[4-(2-oxo-2,3-dihydro-1H-benzimidazol-1-yl)piperidin-1-yl]-9H-purine-8-carboxylic acid was prepared in the same manner as 9-methyl-6-[4-(2-oxo-2,3-dihydro-1H-benzimidazol-1-yl)piperidin-1-yl]-9H-purine-8-carboxylic acid. The 8-cyclopropyl-6-methoxy-4-[4-(2-oxo-2,3-dihydro-1H-benzimidazol-1-yl)piperidin-1-yl]pteridin-7(8H)-one (0.836 g, 1.93 mmol) was treated with 2M sodium hydroxide (10 mL, 20 mmol) in methanol at 80° C. for 18 hours gave 0.789 of 9-cyclopropyl-6-[4-(2-oxo-2,3-di... Reactants: C([O-])([O-])=O.[K+].[K+] (potassium carbonate), ClC=1C=C(CCl)C=CC1 (m-chlorobenzyl chloride), OC1=CC=C(C=O)C=C1 (p-hydroxybenzaldehyde). Solvent: C(C)C(=O)C (methyl ethyl ketone). Product: ClC=1C=C(COC2=CC=C(C=O)C=C2)C=CC1 (4-(3-chlorobenzyloxy)benzaldehyde). Yield: 88.2%. As a reaction SMILES: [OH:1][C:2]1[CH:9]=[CH:8][C:5]([CH:6]=[O:7])=[CH:4][CH:3]=1.C(=O)([O-])[O-].[K+].[K+].[Cl:16][C:17]1[CH:18]=[C:19]([CH:22]=[CH:23][CH:24]=1)[CH2:20]Cl>C(C(C)=O)C>[Cl:16][C:17]1[CH:18]=[C:19]([CH:22]=[CH:23][CH:24]=1)[CH2:20][O:1][C:2]1[CH:9]=[CH:8][C:5]([CH:6]=[O:7])=[CH:4][CH:3]=1 |f:1.2.3|. Reported procedure: 18.3 g of p-hydroxybenzaldehyde is dissolved in 200 ml of methyl ethyl ketone, and then 22.8 g of potassium carbonate and 24.2 g of m-chlorobenzyl chloride are added thereto. The resulting mixture is refluxed for 8 hours in a stream of nitrogen. Insoluble substances produced are removed by filtration, and then the solvent is distilled away. The resulting residue is distilled under reduced pressure to obtain 32.6 g of 4-(3-chlorobenzyloxy)benzaldehyde in the form of white crystal.